From a dataset of the Open Reaction Database (ORD), a public repository of structured organic reaction records. describe an organic reaction: reactants, conditions, products, and yield Product: Cc1c(F)c(F)c(C)c(C(=O)O)c1F. RXN SMILES: [CH2:1]([Li:2])[CH2:3][CH2:4][CH3:5].[CH2:34]([O:35][CH2:36][CH3:37])[CH3:38].[CH3:26][I:27].[CH3:39][CH2:40][CH2:41][CH2:42][CH2:43][CH3:44].[CH:6]([NH:7][CH:8]([CH3:9])[CH3:10])([CH3:11])[CH3:12].[F:13][c:14]1[c:15]([C:16](=[O:17])[OH:18])[cH:19][c:20]([F:25])[c:21]([F:24])[c:22]1[CH3:23].[O:28]1[CH2:29][CH2:30][CH2:31][CH2:32]1.[OH2:33]>>[CH3:1][c:19]1[c:15]([C:16](=[O:17])[OH:18])[c:14]([F:13])[c:22]([CH3:23])[c:21]([F:24])[c:20]1[F:25]. Reactants: [Li]CCCC, CCOCC, CI, CCCCCC, CC(C)NC(C)C, Cc1c(F)c(F)cc(C(=O)O)c1F, C1CCOC1, O. Reactants: C(N)(=O)C=1C=CC(=NC1NC1=CC=C(C=C1)N(CC)CC)N1C[C@@H](CCC1)NC(OC(C)(C)C)=O ((R)-tert-butyl 1-(5-carbamoyl-6-(4-(diethylamino)phenylamino) pyridin-2-yl)piperidin-3-ylcarbamate), C(=O)(C(F)(F)F)O (TFA). The solvent is C(Cl)Cl (CH2Cl2). Reaction conditions: time 4 hour. Product: N[C@H]1CN(CCC1)C1=NC(=C(C(=O)N)C=C1)NC1=CC=C(C=C1)N(CC)CC ((R)-6-(3-aminopiperidin-1-yl)-2-(4-(diethylamino)phenylamino)nicotinamide). The yield is 95.8%. As a reaction SMILES: [C:1]([C:4]1[CH:5]=[CH:6][C:7]([N:22]2[CH2:27][CH2:26][CH2:25][C@@H:24]([NH:28]C(=O)OC(C)(C)C)[CH2:23]2)=[N:8][C:9]=1[NH:10][C:11]1[CH:16]=[CH:15][C:14]([N:17]([CH2:20][CH3:21])[CH2:18][CH3:19])=[CH:13][CH:12]=1)(=[O:3])[NH2:2].C(O)(C(F)(F)F)=O>C(Cl)Cl>[NH2:28][C@@H:24]1[CH2:25][CH2:26][CH2:27][N:22]([C:7]2[CH:6]=[CH:5][C:4]([C:1]([NH2:2])=[O:3])=[C:9]([NH:10][C:11]3[CH:16]=[CH:15][C:14]([N:17]([CH2:20][CH3:21])[CH2:18][CH3:19])=[CH:13][CH:12]=3)[N:8]=2)[CH2:23]1. Reported procedure: A solution of (R)-tert-butyl 1-(5-carbamoyl-6-(4-(diethylamino)phenylamino) pyridin-2-yl)piperidin-3-ylcarbamate (1.41 g, 2.92 mmol) in CH2Cl2 (2 mL) was treated with TFA (4 ml) and stirred at rt for 4 h. The reaction mixture was concentrated and the residue dissolved in CH2Cl2 and washed with 1N NaOH and concentrated to give 1.07 g of (R)-6-(3-aminopiperidin-1-yl)-2-(4-(diethylamino)phenylamino)nicotinamide as a yellow solid. LCMS: (M+H)+=383.25. The reactants are [K] (potassium), OC=1C(=CC2=CC=CC=C2C1)C(=O)O (3-hydroxy-2-naphthoic acid), OC1=CC2=CC=CC=C2C=C1 (2-hydroxynaphthalene), initial product. Product: OC=1C=C2C=CC(=CC2=CC1)C(=O)O (6-hydroxy-2-naphthoic acid). RXN SMILES: [K].[OH:2][C:3]1[CH:12]=[CH:11][C:10]2[C:5](=[CH:6][CH:7]=[CH:8][CH:9]=2)[CH:4]=1.OC1C([C:24]([OH:26])=[O:25])=CC2C(C=1)=CC=CC=2>>[OH:2][C:3]1[CH:4]=[C:5]2[C:10](=[CH:11][CH:12]=1)[CH:9]=[C:8]([C:24]([OH:26])=[O:25])[CH:7]=[CH:6]2 |^1:0|. Procedure: In the carboxylation of the potassium salt of 2-hydroxynaphthalene, the initial product form is 3-hydroxy-2-naphthoic acid which subsequently rearranges in situ to form 6-hydroxy-2-naphthoic acid. It has been found that the conditions which favor the formation of 3-hydroxy-2-naphthoic acid in the Kolbe-Schmitt reaction hinder the rearrangement reaction. The reactants are CN(C1(CCC(CC1)(O)CCCC#C[Si](CC)(CC)CC)C1=CC=CC=C1)C (4-dimethylamino-4-phenyl-1-(5-triethylsilanyl-pent-4-inyl)cyclohexanol), FC1=CC(=C(N)C=C1)I (4-fluoro-2-iodoaniline), C([O-])([O-])=O.[Na+].[Na+] (sodium carbonate). The reagents and catalysts are C(C)(C)C1=C(C(=CC=C1)C(C)C)N1C(N(C=C1)C1=C(C=CC=C1C(C)C)C(C)C)=[Pd-2](C1=NC=CC=C1Cl)Cl ([1,3-bis-(2,6-diisopropyl-phenyl)imidazol-2-ylidene]-(3-chloropyridyl)palladium(II)-chloride). Run at temperature 100 celsius, time 18 hour. Yields the product CN(C1(CCC(CC1)(O)CCCC1=C(NC2=CC=C(C=C12)F)[Si](CC)(CC)CC)C1=CC=CC=C1)C (4-dimethylamino-1-[3-(5-fluoro-2-triethylsilanyl-1H-indol-3-yl)propyl]-4-phenylcyclohexanol). As a reaction SMILES: [CH3:1][N:2]([CH3:28])[C:3]1([C:22]2[CH:27]=[CH:26][CH:25]=[CH:24][CH:23]=2)[CH2:8][CH2:7][C:6]([CH2:10][CH2:11][CH2:12][C:13]#[C:14][Si:15]([CH2:20][CH3:21])([CH2:18][CH3:19])[CH2:16][CH3:17])([OH:9])[CH2:5][CH2:4]1.[F:29][C:30]1[CH:36]=[CH:35][C:33]([NH2:34])=[C:32](I)[CH:31]=1.C(=O)([O-])[O-].[Na+].[Na+]>C(C1C=CC=C(C(C)C)C=1N1C=CN(C2C(C(C)C)=CC=CC=2C(C)C)C1=[Pd-2](Cl)C1C(Cl)=CC=CN=1)(C)C>[CH3:28][N:2]([CH3:1])[C:3]1([C:22]2[CH:23]=[CH:24][CH:25]=[CH:26][CH:27]=2)[CH2:8][CH2:7][C:6]([CH2:10][CH2:11][CH2:12][C:13]2[C:35]3[C:33](=[CH:32][CH:31]=[C:30]([F:29])[CH:36]=3)[NH:34][C:14]=2[Si:15]([CH2:20][CH3:21])([CH2:18][CH3:19])[CH2:16][CH3:17])([OH:9])[CH2:5][CH2:4]1 |f:2.3.4|. Reported procedure: A mixture of 4-dimethylamino-4-phenyl-1-(5-triethylsilanyl-pent-4-inyl)cyclohexanol (525 mg, 1.31 mmol), 4-fluoro-2-iodoaniline (374 mg, 1.58 mmol), [1,3-bis-(2,6-diisopropyl-phenyl)imidazol-2-ylidene]-(3-chloropyridyl)palladium(II)-chloride (PEPPSI, 178 mg, 0.26 mmol) and sodium carbonate (694 mg, 6.6 mmol) was evacuated for 30 min (oil pump). It was then flushed with argon and absolute N,N-dimethylformamide (5 mL, previously flushed for 1 h with argon) was added by syringe via a Schlenk tube. ... The reactants are C(C)OCCO (2-ethoxyethanol), [Na] (sodium), active solid, [S-2].[Na+].[Na+] (sodium sulfide), COC1=C2C(NC(C2=C(C=C1)OC)=N)S (4,7-dimethoxy-1-imino-3-mercaptoisoindoline), C1(=CC=CC=C1)S(=O)(=O)[O-].N=C1SCC([NH2+]1)=N (2,4-diiminothiazolidinium benzenesulfonate). Reaction conditions: temperature 25 celsius, time 1 hour. Product: COC1=C2C(NC(C2=C(C=C1)OC)=N)=C1C(NC(S1)=N)=N (4,7-dimethoxy-1-imino-3-(2,4-diimino-5-thiazolidinylidene)isoindoline). RXN SMILES: C(OCCO)C.[S-2].[Na+].[Na+].[Na].[CH3:11][O:12][C:13]1[CH:21]=[CH:20][C:19]([O:22][CH3:23])=[C:18]2[C:14]=1[CH:15](S)[NH:16][C:17]2=[NH:24].C1(S([O-])(=O)=O)C=CC=CC=1.[NH:36]=[C:37]1[NH2+:41][C:40](=[NH:42])[CH2:39][S:38]1>>[CH3:11][O:12][C:13]1[CH:21]=[CH:20][C:19]([O:22][CH3:23])=[C:18]2[C:14]=1[C:15](=[C:39]1[S:38][C:37](=[NH:36])[NH:41][C:40]1=[NH:42])[NH:16][C:17]2=[NH:24] |f:1.2.3,6.7,^1:9|. Procedure: To 140 parts of 2-ethoxyethanol stirred at 100° C. under an atmosphere of nitrogen there was added 8.6 parts of 60 percent active solid sodium sulfide and the resultant solution was filtered to remove undissolved material. The filtrate was mixed with 94 parts of dimethylformamide and 11.3 parts of 3,6-dimethoxy-phthalonitrile and the mixture stirred at 25° C. for a period of 1 hour. The reaction mixture was then heated to 95° C. over a period of 1 hour, cooled to 25° C. and filtered to remove un... Procedure: A suspension of 4-Hydroxy-3-(4-hydroxybutyl)-1-phenyl-(1,8)-naphthyridin-2(1H)-one (2 g.) in chloroform was stirred in an ice-bath. A solution of bromine (1 g.) in chloroform was added dropwise and the mixture was stirred overnight at room temperature. To this mixture was added a solution of 1,8-diazabicyclo[5.4.0]undec-7-ene (2 g) in chloroform at room temperature. After about 3/4 hr. water was added and the pH was adjusted to be slightly acidic. The chloroform layer was separated and washed wi... Reactants: BrBr (bromine), N12CCCCCC2=NCCC1 (1,8-diazabicyclo[5.4.0]undec-7-ene), O (water), OC1=C(C(N(C2=NC=CC=C12)C1=CC=CC=C1)=O)CCCCO (4-Hydroxy-3-(4-hydroxybutyl)-1-phenyl-(1,8)-naphthyridin-2(1H)-one). Yields the product C1(=CC=CC=C1)N1C(C2(OCCCC2)C(C2=CC=CN=C12)=O)=O (1-phenyl-3',4', 5', 6'-tetrahydro-spiro[1,8-naphthyridine-3,2'-(2H) pyran]-2,4-dione). The solvent is C(Cl)(Cl)Cl (chloroform), C(Cl)(Cl)Cl (chloroform), C(Cl)(Cl)Cl (chloroform). RXN SMILES: [OH:1][C:2]1[C:11]2[C:6](=[N:7][CH:8]=[CH:9][CH:10]=2)[N:5]([C:12]2[CH:17]=[CH:16][CH:15]=[CH:14][CH:13]=2)[C:4](=[O:18])[C:3]=1[CH2:19][CH2:20][CH2:21][CH2:22][OH:23].BrBr.N12CCCN=C1CCCCC2.O>C(Cl)(Cl)Cl>[C:12]1([N:5]2[C:6]3[C:11](=[CH:10][CH:9]=[CH:8][N:7]=3)[C:2](=[O:1])[C:3]3([CH2:19][CH2:20][CH2:21][CH2:22][O:23]3)[C:4]2=[O:18])[CH:17]=[CH:16][CH:15]=[CH:14][CH:13]=1. The reactants are CC=1SC(=C(N1)C)C=1C=CC=2N(C1)C(=CN2)C(=O)OCC (ethyl 6-(2,4-dimethylthiazol-5-yl)imidazo[1,2-a]pyridine-3-carboxylate), [Li+].[OH-] (LiOH), C(CC(O)(C(=O)O)CC(=O)O)(=O)O (citric acid). Solvent: C1CCOC1.CO (THF MeOH). Run at temperature 60 celsius. The product is CC=1SC(=C(N1)C)C=1C=CC=2N(C1)C(=CN2)C(=O)O (6-(2,4-dimethylthiazol-5-yl)imidazo[1,2-a]pyridine-3-carboxylic acid). As a reaction SMILES: [CH3:1][C:2]1[S:3][C:4]([C:8]2[CH:9]=[CH:10][C:11]3[N:12]([C:14]([C:17]([O:19]CC)=[O:18])=[CH:15][N:16]=3)[CH:13]=2)=[C:5]([CH3:7])[N:6]=1.[Li+].[OH-].C(O)(=O)CC(CC(O)=O)(C(O)=O)O>C1COCC1.CO>[CH3:1][C:2]1[S:3][C:4]([C:8]2[CH:9]=[CH:10][C:11]3[N:12]([C:14]([C:17]([OH:19])=[O:18])=[CH:15][N:16]=3)[CH:13]=2)=[C:5]([CH3:7])[N:6]=1 |f:1.2,4.5|. Reported procedure: A mixture of ethyl 6-(2,4-dimethylthiazol-5-yl)imidazo[1,2-a]pyridine-3-carboxylate (145) (190 mg, 0.630 mmol) and 2N LiOH (1 mL) in THF:MeOH (4:1, 4 mL) was heated at 60° C. for 30 minutes. The reaction was cooled to room temperature and the pH was adjusted between 4-5 with 10% citric acid. The solvent was partially reduced and the resulting solid was collected by vacuum filtration to give 6-(2,4-dimethylthiazol-5-yl)imidazo[1,2-a]pyridine-3-carboxylic acid (146). 1H NMR (400 MHz, d6-DMSO) δ 9.... Reactants: CC(C)[O-], CC(C)[O-], CC(C)[O-], CC(C)[O-], CCO, O=CC1(c2ccc(OCCCN3CCCC3)cc2)CCOCC1, CCOC(=O)N1CCNCC1, [Ti+4]. Yields the product CCOC(=O)N1CCN(CC2(c3ccc(OCCCN4CCCC4)cc3)CCOCC2)CC1. RXN SMILES: [CH3:35][CH:36]([CH3:37])[O-:38].[CH3:40][CH:41]([CH3:42])[O-:43].[CH3:44][CH:45]([CH3:46])[O-:47].[CH3:48][CH:49]([CH3:50])[O-:51].[CH3:52][CH2:53][OH:54].[N:1]1([CH2:6][CH2:7][CH2:8][O:9][c:10]2[cH:11][cH:12][c:13]([C:16]3([CH:22]=[O:23])[CH2:17][CH2:18][O:19][CH2:20][CH2:21]3)[cH:14][cH:15]2)[CH2:2][CH2:3][CH2:4][CH2:5]1.[N:24]1([C:30](=[O:31])[O:32][CH2:33][CH3:34])[CH2:25][CH2:26][NH:27][CH2:28][CH2:29]1.[Ti+4:39]>>[N:1]1([CH2:6][CH2:7][CH2:8][O:9][c:10]2[cH:11][cH:12][c:13]([C:16]3([CH2:22][N:27]4[CH2:26][CH2:25][N:24]([C:30](=[O:31])[O:32][CH2:33][CH3:34])[CH2:29][CH2:28]4)[CH2:17][CH2:18][O:19][CH2:20][CH2:21]3)[cH:14][cH:15]2)[CH2:2][CH2:3][CH2:4][CH2:5]1. Reactants: CC(=O)Oc1cccc2cc(S(=O)(=O)N3CC4CCC(CC4)C3)ccc12, O=C([O-])O, C1CCOC1, [Na+], O. Product: O=S(=O)(c1ccc2c(O)cccc2c1)N1CC2CCC(CC2)C1. As a reaction SMILES: [C:1](=[O:2])([CH3:3])[O:4][c:5]1[c:6]2[cH:7][cH:8][c:9]([S:15](=[O:16])(=[O:17])[N:18]3[CH2:19][CH:20]4[CH2:21][CH2:22][CH:23]([CH2:24]3)[CH2:25][CH2:26]4)[cH:10][c:11]2[cH:12][cH:13][cH:14]1.[C:28](=[O:29])([OH:30])[O-:31].[CH2:33]1[O:34][CH2:35][CH2:36][CH2:37]1.[Na+:32].[OH2:27]>>[OH:4][c:5]1[c:6]2[cH:7][cH:8][c:9]([S:15](=[O:16])(=[O:17])[N:18]3[CH2:19][CH:20]4[CH2:21][CH2:22][CH:23]([CH2:24]3)[CH2:25][CH2:26]4)[cH:10][c:11]2[cH:12][cH:13][cH:14]1. RXN SMILES: [CH3:12][Al:13]([CH3:14])[CH3:15].[CH3:1][S:2](=[O:3])(=[O:4])[c:5]1[cH:6][cH:7][c:8]([NH2:9])[cH:10][cH:11]1.[CH3:23][c:24]1[cH:25][cH:26][cH:27][cH:28][cH:29]1.[CH:30]([Cl:31])([Cl:32])[Cl:33].[s:16]1[c:17]([C:21]#[N:22])[cH:18][cH:19][cH:20]1>>[CH3:1][S:2](=[O:3])(=[O:4])[c:5]1[cH:6][cH:7][c:8]([NH:9][C:21]([c:17]2[s:16][cH:20][cH:19][cH:18]2)=[NH:22])[cH:10][cH:11]1. Product: CS(=O)(=O)c1ccc(NC(=N)c2cccs2)cc1. Reactants: C[Al](C)C, CS(=O)(=O)c1ccc(N)cc1, Cc1ccccc1, ClC(Cl)Cl, N#Cc1cccs1.